Dataset: the Open Reaction Database (ORD), a public repository of structured organic reaction records. Task: describe an organic reaction: reactants, conditions, products, and yield The reactants are CN1CCN(c2cccc3ccc(NC(=O)c4ccccc4)cc23)CC1, ClCCl, CO, CC(Cl)OC(=O)Cl. Yields the product O=C(Nc1ccc2cccc(N3CCNCC3)c2c1)c1ccccc1. As a reaction SMILES: [C:1]([c:2]1[cH:3][cH:4][cH:5][cH:6][cH:7]1)(=[O:8])[NH:9][c:10]1[cH:11][cH:12][c:13]2[cH:14][cH:15][cH:16][c:17]([N:20]3[CH2:21][CH2:22][N:23]([CH3:26])[CH2:24][CH2:25]3)[c:18]2[cH:19]1.[CH2:36]([Cl:37])[Cl:38].[CH3:34][OH:35].[Cl:27][C:28]([O:29][CH:30]([Cl:31])[CH3:32])=[O:33]>>[C:1]([c:2]1[cH:3][cH:4][cH:5][cH:6][cH:7]1)(=[O:8])[NH:9][c:10]1[cH:11][cH:12][c:13]2[cH:14][cH:15][cH:16][c:17]([N:20]3[CH2:21][CH2:22][NH:23][CH2:24][CH2:25]3)[c:18]2[cH:19]1. Starting materials: CC(=O)OC(C)CCCCn1c(=O)c2c(nc(CNOC(=O)C(F)(F)F)n2Cc2ccccc2)n(C)c1=O, CC(=O)O, [H][H]. Product: CC(=O)OC(C)CCCCn1c(=O)c2[nH]c(CNOC(=O)C(F)(F)F)nc2n(C)c1=O. RXN SMILES: [C:1]([CH3:2])(=[O:3])[O:4][CH:5]([CH2:6][CH2:7][CH2:8][CH2:9][n:10]1[c:11](=[O:12])[n:13]([CH3:37])[c:14]2[n:15][c:16]([CH2:28][NH:29][O:30][C:31]([C:32]([F:33])([F:34])[F:35])=[O:36])[n:17]([CH2:21][c:22]3[cH:23][cH:24][cH:25][cH:26][cH:27]3)[c:18]2[c:19]1=[O:20])[CH3:38].[CH3:41][C:42](=[O:43])[OH:44].[H:39][H:40]>>[C:1]([CH3:2])(=[O:3])[O:4][CH:5]([CH2:6][CH2:7][CH2:8][CH2:9][n:10]1[c:11](=[O:12])[n:13]([CH3:37])[c:14]2[n:15][c:16]([CH2:28][NH:29][O:30][C:31]([C:32]([F:33])([F:34])[F:35])=[O:36])[nH:17][c:18]2[c:19]1=[O:20])[CH3:38]. Starting materials: O=C(N=C=S)c1ccccc1, CC(C)=O, Cc1cnc2c(c1)CCCC2N. The product is Cc1cnc2c(c1)CCCC2NC(=S)NC(=O)c1ccccc1. Reaction SMILES: [C:13]([c:14]1[cH:15][cH:16][cH:17][cH:18][cH:19]1)(=[O:20])[N:21]=[C:22]=[S:23].[CH3:24][C:25](=[O:26])[CH3:27].[NH2:1][CH:2]1[CH2:3][CH2:4][CH2:5][c:6]2[cH:7][c:8]([CH3:12])[cH:9][n:10][c:11]21>>[NH:1]([CH:2]1[CH2:3][CH2:4][CH2:5][c:6]2[cH:7][c:8]([CH3:12])[cH:9][n:10][c:11]21)[C:22]([NH:21][C:13]([c:14]1[cH:15][cH:16][cH:17][cH:18][cH:19]1)=[O:20])=[S:23].